From a dataset of the Open Reaction Database (ORD), a public repository of structured organic reaction records. describe an organic reaction: reactants, conditions, products, and yield Starting materials: BrC1=C(C=NC=C1)C=O (4-bromo-pyridine-3-carbaldehyde), acid, P(=O)([O-])([O-])[O-].[K+].[K+].[K+] (potassium phosphate), O1CCOCC1 (1,4-dioxane). The reagents and catalysts are [Pd].C1(=CC=CC=C1)P(C1=CC=CC=C1)C1=CC=CC=C1.C1(=CC=CC=C1)P(C1=CC=CC=C1)C1=CC=CC=C1.C1(=CC=CC=C1)P(C1=CC=CC=C1)C1=CC=CC=C1.C1(=CC=CC=C1)P(C1=CC=CC=C1)C1=CC=CC=C1 (tetrakis(triphenylphosphine) palladium(0)). Solvent: C(C)(=O)OCC (ethyl acetate). Reaction conditions: time 8 hour. Yields the product C(=O)C=1C=CC(=C(C1)C1=C(C=NC=C1)C=O)OC (4-(5-formyl-2-methoxy-phenyl)-pyridine-3-carbaldehyde). RXN SMILES: Br[C:2]1[CH:7]=[CH:6][N:5]=[CH:4][C:3]=1[CH:8]=[O:9].P([O-])([O-])([O-])=O.[K+].[K+].[K+].O1[CH2:23][CH2:22][O:21][CH2:20]C1>C(OCC)(=O)C.[Pd].C1(P(C2C=CC=CC=2)C2C=CC=CC=2)C=CC=CC=1.C1(P(C2C=CC=CC=2)C2C=CC=CC=2)C=CC=CC=1.C1(P(C2C=CC=CC=2)C2C=CC=CC=2)C=CC=CC=1.C1(P(C2C=CC=CC=2)C2C=CC=CC=2)C=CC=CC=1>[CH:8]([C:3]1[CH:2]=[CH:7][C:22]([O:21][CH3:20])=[C:23]([C:2]2[CH:7]=[CH:6][N:5]=[CH:4][C:3]=2[CH:8]=[O:9])[CH:4]=1)=[O:9] |f:1.2.3.4,7.8.9.10.11|. Reported procedure: A flask was charged with 4-bromo-pyridine-3-carbaldehyde (93 mg, 0.5 mmol), 5-formal-2-methoxylphenelboronic acid (88 mg, 0.6 mmol), tetrakis(triphenylphosphine) palladium(0) (29 mg, 0.025 mmol), potassium phosphate (160 mg, 0.75 mmol) and 1,4-dioxane (5 mL). The reaction mixture was kept at 50° C. overnight. The reaction mixture was then diluted with ethyl acetate and washed with water then brine. The organic layer was dried over sodium sulfate, concentrated, and the residue purified by flash c...